Dataset: the Open Reaction Database (ORD), a public repository of structured organic reaction records. Task: describe an organic reaction: reactants, conditions, products, and yield The reactants are N1=CC=CC=C1 (pyridine), CC1=CC=C(C=C1)S(=O)(=O)N[C@H](C(=O)Cl)C ((S)-2-(4-methylbenzenesulfonylamino)propionyl chloride), OC(C1=C(C=CC(=C1)N1C=NC=C1)C)C1=C(C=C(C(=O)OC)C=C1C)C (Methyl (±)-4-[α-hydroxy-5-(1-imidazolyl)-2-methylbenzyl]-3,5-dimethylbenzoate). The solvent is ClC(C)Cl (dichloroethane), ClC(C)Cl (dichloroethane). Product: N1(C=NC=C1)C=1C=CC(=C(C(OC([C@H](C)NS(=O)(=O)C2=CC=C(C=C2)C)=O)C2=C(C=C(C(=O)OC)C=C2C)C)C1)C (methyl (±)-4-[5-(1-imidazolyl)-2-methyl-α-{(S)-2-(4-methylbenzenesulfonylamino)propionyloxy}benzyl]-3,5-dimethylbenzoate). Yield: 100.9%. Reaction SMILES: [OH:1][CH:2]([C:15]1[C:24]([CH3:25])=[CH:23][C:18]([C:19]([O:21][CH3:22])=[O:20])=[CH:17][C:16]=1[CH3:26])[C:3]1[CH:8]=[C:7]([N:9]2[CH:13]=[CH:12][N:11]=[CH:10]2)[CH:6]=[CH:5][C:4]=1[CH3:14].N1C=CC=CC=1.[CH3:33][C:34]1[CH:39]=[CH:38][C:37]([S:40]([NH:43][C@@H:44]([CH3:48])[C:45](Cl)=[O:46])(=[O:42])=[O:41])=[CH:36][CH:35]=1>ClC(Cl)C>[N:9]1([C:7]2[CH:6]=[CH:5][C:4]([CH3:14])=[C:3]([CH:8]=2)[CH:2]([C:15]2[C:16]([CH3:26])=[CH:17][C:18]([C:19]([O:21][CH3:22])=[O:20])=[CH:23][C:24]=2[CH3:25])[O:1][C:45](=[O:46])[C@@H:44]([NH:43][S:40]([C:37]2[CH:38]=[CH:39][C:34]([CH3:33])=[CH:35][CH:36]=2)(=[O:42])=[O:41])[CH3:48])[CH:13]=[CH:12][N:11]=[CH:10]1. Reported procedure: Methyl (±)-4-[α-hydroxy-5-(1-imidazolyl)-2-methylbenzyl]-3,5-dimethylbenzoate (35 g) was suspended in dichloroethane (350 ml) and pyridine (12 ml) and a solution of (S)-2-(4-methylbenzenesulfonylamino)propionyl chloride (31.4 g) in dichloroethane (70 ml) was added dropwise to the suspension over 10 minutes with stirring under ice-cooling. The mixture was stirred at room temperature for 4 hours, and the reaction mixture was washed successively with water, 5% citric acid, 5% potassium carbonate an... The reactants are CCc1occc(=O)c1O, COc1ccc(Nc2nc(Cl)nc(NC3CCCCCC3)n2)cc1Cl, [K+], [K+], O=C([O-])[O-], O. The product is CCc1occc(=O)c1Oc1nc(Nc2ccc(OC)c(Cl)c2)nc(NC2CCCCCC2)n1. RXN SMILES: [CH2:26]([CH3:27])[c:28]1[o:29][cH:30][cH:31][c:32](=[O:35])[c:33]1[OH:34].[Cl:1][c:2]1[n:3][c:4]([NH:18][CH:19]2[CH2:20][CH2:21][CH2:22][CH2:23][CH2:24][CH2:25]2)[n:5][c:6]([NH:8][c:9]2[cH:10][c:11]([Cl:17])[c:12]([O:15][CH3:16])[cH:13][cH:14]2)[n:7]1.[K+:36].[K+:37].[O-:38][C:39]([O-:40])=[O:41].[OH2:42]>>[c:2]1([O:34][c:33]2[c:28]([CH2:26][CH3:27])[o:29][cH:30][cH:31][c:32]2=[O:35])[n:3][c:4]([NH:18][CH:19]2[CH2:20][CH2:21][CH2:22][CH2:23][CH2:24][CH2:25]2)[n:5][c:6]([NH:8][c:9]2[cH:10][c:11]([Cl:17])[c:12]([O:15][CH3:16])[cH:13][cH:14]2)[n:7]1.